Dataset: the Open Reaction Database (ORD), a public repository of structured organic reaction records. Task: describe an organic reaction: reactants, conditions, products, and yield The reactants are Nc1ncnc2c1ncn2Cc1ccccc1, C1CCOC1, ClC(Cl)Cl, CC(C)(C)ON=O. The product is c1ccc(Cn2cnc3cncnc32)cc1. As a reaction SMILES: [CH2:1]([c:2]1[cH:3][cH:4][cH:5][cH:6][cH:7]1)[n:8]1[c:9]2[n:10][cH:11][n:12][c:13]([NH2:17])[c:14]2[n:15][cH:16]1.[CH2:25]1[O:26][CH2:27][CH2:28][CH2:29]1.[CH:30]([Cl:31])([Cl:32])[Cl:33].[N:18]([O:19][C:20]([CH3:21])([CH3:22])[CH3:23])=[O:24]>>[CH2:1]([c:2]1[cH:3][cH:4][cH:5][cH:6][cH:7]1)[n:8]1[c:9]2[n:10][cH:11][n:12][cH:13][c:14]2[n:15][cH:16]1. Starting materials: ClCCNCCCl (bis(2-chloroethyl)amine), CC(C)CCC[C@@H](C)[C@H]1CC[C@H]2[C@@H]3CC=C4C[C@H](CC[C@]4(C)[C@H]3CC[C@]12C)OC(=O)NCC(=O)O (N-(cholest-5-en-3β-oxycarbonyl)glycine), C1(CCCCC1)N=C=NC1CCCCC1 (dicyclohexylcarbodiimide). Solvent: O1CCCC1 (tetrahydrofuran). Conditions: time 6 hour. Yields the product CC(C)CCC[C@@H](C)[C@H]1CC[C@H]2[C@@H]3CC=C4C[C@H](CC[C@]4(C)[C@H]3CC[C@]12C)OC(=O)NCC(=O)N(CCCl)CCCl (N-[N-(cholest-5-en-3β-oxycarbonyl)glycyl]bis(2-chloroethyl)amine). Yield: 54.5%. Reaction SMILES: [CH3:1][CH:2]([CH2:4][CH2:5][CH2:6][C@H:7]([C@@H:9]1[C@:26]2([CH3:27])[C@H:12]([C@H:13]3[C@H:23]([CH2:24][CH2:25]2)[C@:21]2([CH3:22])[C:16]([CH2:17][C@@H:18]([O:28][C:29]([NH:31][CH2:32][C:33](O)=[O:34])=[O:30])[CH2:19][CH2:20]2)=[CH:15][CH2:14]3)[CH2:11][CH2:10]1)[CH3:8])[CH3:3].[Cl:36][CH2:37][CH2:38][NH:39][CH2:40][CH2:41][Cl:42].C1(N=C=NC2CCCCC2)CCCCC1>O1CCCC1>[CH3:3][CH:2]([CH2:4][CH2:5][CH2:6][C@H:7]([C@@H:9]1[C@:26]2([CH3:27])[C@H:12]([C@H:13]3[C@H:23]([CH2:24][CH2:25]2)[C@:21]2([CH3:22])[C:16]([CH2:17][C@@H:18]([O:28][C:29]([NH:31][CH2:32][C:33]([N:39]([CH2:40][CH2:41][Cl:42])[CH2:38][CH2:37][Cl:36])=[O:34])=[O:30])[CH2:19][CH2:20]2)=[CH:15][CH2:14]3)[CH2:11][CH2:10]1)[CH3:8])[CH3:1]. Reported procedure: To a solution of N-(cholest-5-en-3β-oxycarbonyl)glycine (160.8 mg) in dry tetrahydrofuran (50 ml) was added said bis(2-chloroethyl)amine (85.2 mg) and dicyclohexylcarbodiimide (61.9 mg) at 0° C. under blowing nitrogen gas and the mixture was stirred for 6 hours. After standing overnight (17 hours) at refrigerator, the reaction mixture was filtered and the solvent was evaporated under reduced pressure. The residue was solved in a mixture of chloroform and methanol (50:1) and was subjected to prep... Reactants: BrC1=C(C=CC=C1)Br (1,2-Dibromobenzene), C(CCC#C)O (4-pentyn-1-ol). Reagents/catalysts: [Cu]I (Copper(I) iodide), Cl[Pd]([P](C1=CC=CC=C1)(C2=CC=CC=C2)C3=CC=CC=C3)([P](C4=CC=CC=C4)(C5=CC=CC=C5)C6=CC=CC=C6)Cl (bis(triphenylphosphine)palladium(II) dichloride). Solvent: C(C)N(CC)CC (triethylamine). Reaction conditions: temperature 85 celsius, time 6 day. Product: OCCCC#CC1=C(C=CC=C1)C#CCCCO (5-[2-(5-hydroxy-pent-1-ynyl)-phenyl]-pent-4-yn-1-ol). Yield: 47.4%. Reaction SMILES: Br[C:2]1[CH:7]=[CH:6][CH:5]=[CH:4][C:3]=1Br.[CH2:9]([OH:14])[CH2:10][CH2:11][C:12]#[CH:13]>C(N(CC)CC)C.Cl[Pd](Cl)([P](C1C=CC=CC=1)(C1C=CC=CC=1)C1C=CC=CC=1)[P](C1C=CC=CC=1)(C1C=CC=CC=1)C1C=CC=CC=1.[Cu]I>[OH:14][CH2:9][CH2:10][CH2:11][C:12]#[C:13][C:2]1[CH:7]=[CH:6][CH:5]=[CH:4][C:3]=1[C:13]#[C:12][CH2:11][CH2:10][CH2:9][OH:14] |^1:24,43|. Reported procedure: 1,2-Dibromobenzene (10.94 g, 46.37 mmol), 4-pentyn-1-ol (9.36 g, 111.30 mmol), and bis(triphenylphosphine)palladium(II) dichloride (650 mg, 0.93 mmol) was stirred in triethylamine (150 mL) under nitrogen for 5 min. Copper(I) iodide (88 mg, 0.46 mmol) was added and the mixture was stirred for 4 hrs at 85° C. for 6 days. The mixture was cooled to room temperature and filtered through a celite pad, rinsed with ethylacetate. The combined filtrate was evaporated to dryness under reduced pressure. The... Starting materials: O=C([O-])[O-], CC1(C)OB(c2cccc(O)c2)OC1(C)C, CCO, Cc1ccccc1-n1c(Cn2nc(I)c3c(N)ncnc32)cc2cccc(C)c2c1=O, [Na+], [Na+], CC(=O)[O-], CC(=O)[O-], [Pd+2], c1ccc(P(c2ccccc2)c2ccccc2)cc1. The product is Cc1ccccc1-n1c(Cn2nc(-c3cccc(O)c3)c3c(N)ncnc32)cc2cccc(C)c2c1=O. RXN SMILES: [C:67](=[O:68])([O-:69])[O-:70].[CH3:32][C:33]1([CH3:34])[C:35]([CH3:36])([CH3:37])[O:38][B:39]([c:40]2[cH:41][c:42]([OH:46])[cH:43][cH:44][cH:45]2)[O:47]1.[CH3:73][CH2:74][OH:75].[NH2:1][c:2]1[c:3]2[c:4]([n:5][cH:6][n:7]1)[n:8]([CH2:12][c:13]1[n:14](-[c:25]3[c:26]([CH3:31])[cH:27][cH:28][cH:29][cH:30]3)[c:15](=[O:24])[c:16]3[c:17]([CH3:23])[cH:18][cH:19][cH:20][c:21]3[cH:22]1)[n:9][c:10]2[I:11].[Na+:71].[Na+:72].[O-:77][C:78]([CH3:79])=[O:80].[O-:81][C:82]([CH3:83])=[O:84].[Pd+2:76].[c:48]1([P:49]([c:50]2[cH:51][cH:52][cH:53][cH:54][cH:55]2)[c:56]2[cH:57][cH:58][cH:59][cH:60][cH:61]2)[cH:62][cH:63][cH:64][cH:65][cH:66]1>>[NH2:1][c:2]1[c:3]2[c:4]([n:5][cH:6][n:7]1)[n:8]([CH2:12][c:13]1[n:14](-[c:25]3[c:26]([CH3:31])[cH:27][cH:28][cH:29][cH:30]3)[c:15](=[O:24])[c:16]3[c:17]([CH3:23])[cH:18][cH:19][cH:20][c:21]3[cH:22]1)[n:9][c:10]2-[c:40]1[cH:41][c:42]([OH:46])[cH:43][cH:44][cH:45]1. The reactants are CCN=C=NCCCN(C)C, CN(C)C=O, Cl, O=C(O)c1cc2cc(C(F)(F)F)ccc2n1Cc1cccc(F)c1, CN(C)c1ccc(N)cn1, O, O, On1nnc2ccccc21. The product is CN(C)c1ccc(NC(=O)c2cc3cc(C(F)(F)F)ccc3n2Cc2cccc(F)c2)cn1. Reaction SMILES: [CH3:36][N:37]([CH3:38])[CH2:39][CH2:40][CH2:41][N:42]=[C:43]=[N:44][CH2:45][CH3:46].[CH3:58][N:59]([CH3:60])[CH:61]=[O:62].[ClH:35].[F:11][C:12]([c:13]1[cH:14][c:15]2[cH:16][c:17]([C:30](=[O:31])[OH:32])[n:18]([CH2:22][c:23]3[cH:24][c:25]([F:29])[cH:26][cH:27][cH:28]3)[c:19]2[cH:20][cH:21]1)([F:33])[F:34].[NH2:1][c:2]1[cH:3][n:4][c:5]([N:8]([CH3:9])[CH3:10])[cH:6][cH:7]1.[OH2:47].[OH2:63].[OH:48][n:49]1[c:50]2[cH:51][cH:52][cH:53][cH:54][c:55]2[n:56][n:57]1>>[NH:1]([c:2]1[cH:3][n:4][c:5]([N:8]([CH3:9])[CH3:10])[cH:6][cH:7]1)[C:30]([c:17]1[cH:16][c:15]2[cH:14][c:13]([C:12]([F:11])([F:33])[F:34])[cH:21][cH:20][c:19]2[n:18]1[CH2:22][c:23]1[cH:24][c:25]([F:29])[cH:26][cH:27][cH:28]1)=[O:31].